Dataset: the Open Reaction Database (ORD), a public repository of structured organic reaction records. Task: describe an organic reaction: reactants, conditions, products, and yield Reactants: C1(=CC=CC=C1)N=C=O (phenyl isocyanate), [OH-].[K+] (KOH), C(C1=CC=CC=C1)(=S)O (thiobenzoic acid), NOS(=O)(=O)O (hydroxylamine-O-sulfonic acid). Solvent: O (water). Conditions: time 20 minute. Yields the product compound 14, C(C1=CC=CC=C1)(=O)SN (solid). Yield: 60.0%. Reaction SMILES: [OH-].[K+].[C:3]([OH:11])(=[S:10])[C:4]1[CH:9]=[CH:8][CH:7]=[CH:6][CH:5]=1.[NH2:12]OS(O)(=O)=O.C1(N=C=O)C=CC=CC=1>O>[C:3]([S:10][NH2:12])(=[O:11])[C:4]1[CH:9]=[CH:8][CH:7]=[CH:6][CH:5]=1 |f:0.1|. Procedure: To a stirred solution of KOH (560 mg, 10 mmol) in water (15 mL) was added thiobenzoic acid (690 mg, 5 mmol) and hydroxylamine-O-sulfonic acid (565 mg, 5 mmol). The solution was stirred for 20 min at room temperature. The white solid (S-benzoylthiohydroxylamine) was collected by filtration and then dissolved in CH2Cl2 (10 mL). To this mixture was added phenyl isocyanate (1.19 g, 10 mmol). The resulting solution was allowed to stir overnight at room temperature. The crude product was collected by ... The reactants are C(F)(F)(C(F)(F)C(F)(F)C(F)(F)C(F)(F)C(F)(F)C(F)(F)C(F)(F)F)I (C8F17I), C(=O)=O (CO2). Reagents/catalysts: [Zn] (zinc), [Mn] (manganese). Run in CN(C=O)C (dimethylformamide), CN(C=O)C (dimethylformamide). Reaction conditions: time 1 hour. Product: C(F)(F)(C(F)(F)C(F)(F)C(F)(F)C(F)(F)C(F)(F)C(F)(F)C(F)(F)F)C(=O)O (C8F17COOH). The yield is 46.0%. Reaction SMILES: [C:1](I)([C:4]([C:7]([C:10]([C:13]([C:16]([C:19]([C:22]([F:25])([F:24])[F:23])([F:21])[F:20])([F:18])[F:17])([F:15])[F:14])([F:12])[F:11])([F:9])[F:8])([F:6])[F:5])([F:3])[F:2].[C:27](=[O:29])=[O:28]>CN(C)C=O.[Zn].[Mn]>[C:1]([C:27]([OH:29])=[O:28])([C:4]([C:7]([C:10]([C:13]([C:16]([C:19]([C:22]([F:25])([F:24])[F:23])([F:21])[F:20])([F:18])[F:17])([F:15])[F:14])([F:12])[F:11])([F:9])[F:8])([F:6])[F:5])([F:3])[F:2]. Reported procedure: To a 50 ml round-bottomed flask, were added 1.0 g (15 mg-atom) of commercially available zinc powder, 1.9 g (15 mmol) of MnCL2 and 15 ml of dimethylformamide. Ultrasound generated in the same way as in Example 1 was applied for 1 hr to the solution to prepare zero-valent manganese. Next, a solution of 6 g (11 mmol) of C8F17I in 5 ml of dimethylformamide was added. As in Example 1, CO2 gas was introduced at a flow rate of 5 ml/min to the solution in a water bath for two hours under the irradiatio... Starting materials: C(C)[SiH](CC)CC (triethylsilane), C(CCC)OC1=C(C=2C(C3=C(C=C(C=C3C2C=C1)CCC)F)=O)F (2-butyloxy-1,8-difluoro-6-propylfluoren-9-one), O (water). Run in FC(C(=O)O)(F)F (trifluoroacetic acid). Conditions: time 1 hour. Yields the product C(CCC)OC1=C(C=2CC3=C(C=C(C=C3C2C=C1)CCC)F)F (2-butyloxy-1,8-difluoro-6-propylfluorene). The yield is 33.0%. As a reaction SMILES: [CH2:1]([O:5][C:6]1[CH:18]=[CH:17][C:16]2[C:15]3[C:10](=[C:11]([F:22])[CH:12]=[C:13]([CH2:19][CH2:20][CH3:21])[CH:14]=3)[C:9](=O)[C:8]=2[C:7]=1[F:24])[CH2:2][CH2:3][CH3:4].C([SiH](CC)CC)C.O>FC(F)(F)C(O)=O>[CH2:1]([O:5][C:6]1[CH:18]=[CH:17][C:16]2[C:15]3[C:10](=[C:11]([F:22])[CH:12]=[C:13]([CH2:19][CH2:20][CH3:21])[CH:14]=3)[CH2:9][C:8]=2[C:7]=1[F:24])[CH2:2][CH2:3][CH3:4]. Procedure: Under exclusion of moisture, 3.8 g of 2-butyloxy-1,8-difluoro-6-propylfluoren-9-one (example 1) are dissolved in 50 ml of trifluoroacetic acid, and 4.6 ml of triethylsilane are added dropwise slowly at a temperature of 5-20° C. with gentle cooling. The mixture is subsequently stirred at room temperature for 1 h and then at 40-70° C. for 4 h. After cooling, the reaction mixture is added to water and extracted with dichloromethane. The combined org. phases are washed with water and 5% sodium hydro... Starting materials: OCC(O)CO (glycerin), O (water). Yields the product CC(C(=O)O)OC(=O)CO (PLGA). Reaction SMILES: O[CH2:2][CH:3]([CH2:5][OH:6])[OH:4].[OH2:7]>>[CH3:2][CH:3]([O:4][C:3]([CH2:5][OH:6])=[O:4])[C:5]([OH:6])=[O:7]. Procedure: The insulin-loaded PLGA/HP55 nanoparticles are prepared as follows: Insulin (5 mg) is dissolved into 0.1% PVA (1.0 mL, pH=2) or glycerin as an internal stabilizer to form internal water phase (W1), poly (lactic acid-co-glycolic acid) (PLGA) (100 mg) and HP55 (50 mg) are dissolved into 5 mL of an organic solvent (volume ratio of dichloromethane and acetone is 4:1 or 3:1) to form an oil phase (O), respectively. Optionally, a hydrophobic carrier is added to the oil phase (O) before pouring W1 into ... The reactants are O=C([O-])[O-], CCC(CC)(c1ccc(O)c(C)c1)c1ccc(CCC(C)(C)O)c(C)c1, OCC1CO1, ClCCl, [Cs+], [Cs+], CN(C)C=O. Yields the product CCC(CC)(c1ccc(CCC(C)(C)O)c(C)c1)c1ccc(OCC(O)CO)c(C)c1. RXN SMILES: [C:32](=[O:33])([O-:34])[O-:35].[CH2:1]([CH3:2])[C:3]([CH2:4][CH3:5])([c:6]1[cH:7][c:8]([CH3:18])[c:9]([CH2:12][CH2:13][C:14]([CH3:15])([CH3:16])[OH:17])[cH:10][cH:11]1)[c:19]1[cH:20][c:21]([CH3:26])[c:22]([OH:25])[cH:23][cH:24]1.[CH:38]1([CH2:39][OH:40])[CH2:41][O:42]1.[Cl:43][CH2:44][Cl:45].[Cs+:36].[Cs+:37].[O:27]=[CH:28][N:29]([CH3:30])[CH3:31]>>[CH2:1]([CH3:2])[C:3]([CH2:4][CH3:5])([c:6]1[cH:7][c:8]([CH3:18])[c:9]([CH2:12][CH2:13][C:14]([CH3:15])([CH3:16])[OH:17])[cH:10][cH:11]1)[c:19]1[cH:20][c:21]([CH3:26])[c:22]([O:25][CH2:41][CH:38]([CH2:39][OH:40])[OH:42])[cH:23][cH:24]1. As a reaction SMILES: Cl[C:2]1[N:7]=[C:6]([N:8]2[CH2:13][CH2:12][O:11][CH2:10][C@@H:9]2[CH3:14])[CH:5]=[C:4]([C:15]([S:18]([C:21]2[CH:26]=[CH:25][CH:24]=[CH:23][C:22]=2[C:27]([F:30])([F:29])[F:28])(=[O:20])=[O:19])([CH3:17])[CH3:16])[N:3]=1.CC1(C)C(C)(C)OB([C:39]2[CH:45]=[CH:44][C:42]([NH2:43])=[CH:41][CH:40]=2)O1.C(=O)([O-])[O-].[Na+].[Na+].CN(C=O)C>C(O)C.Cl[Pd](Cl)([P](C1C=CC=CC=1)(C1C=CC=CC=1)C1C=CC=CC=1)[P](C1C=CC=CC=1)(C1C=CC=CC=1)C1C=CC=CC=1.COCCOC.O>[CH3:14][C@H:9]1[CH2:10][O:11][CH2:12][CH2:13][N:8]1[C:6]1[CH:5]=[C:4]([C:15]([S:18]([C:21]2[CH:26]=[CH:25][CH:24]=[CH:23][C:22]=2[C:27]([F:30])([F:29])[F:28])(=[O:20])=[O:19])([CH3:17])[CH3:16])[N:3]=[C:2]([C:39]2[CH:45]=[CH:44][C:42]([NH2:43])=[CH:41][CH:40]=2)[N:7]=1 |f:2.3.4,^1:63,82|. Yields the product C[C@@H]1N(CCOC1)C1=NC(=NC(=C1)C(C)(C)S(=O)(=O)C1=C(C=CC=C1)C(F)(F)F)C1=CC=C(N)C=C1 (4-[4-[(3S)-3-Methylmorpholin-4-yl]-6-[2-[2-(trifluoromethyl)phenyl]sulfonylpropan-2-yl]pyrimidin-2-yl]aniline). Yield: 69.9%. Procedure: Bis(triphenylphosphine)palladium(II) chloride (200 mg, 0.28 mmol) was added to 2-chloro-4-[(3S)-3-methylmorpholin-4-yl]-6-[2-[2-(trifluoromethyl)phenyl]sulfonylpropan-2-yl]pyrimidine (1.91 g, 4.12 mmol), 4-(4,4,5,5-tetramethyl-1,3,2-dioxaborolan-2-yl)aniline (1.353 g, 6.18 mmol) and sodium carbonate (10 mL, 20.00 mmol) in a mixture of ethanol (5 mL), DMF (10 mL), water (7 mL) and DME (25 mL) at RT. The resulting mixture was degassed then stirred at 95° C. for 18 hours. The reaction mixture was a... Solvent: C(C)O (ethanol), COCCOC (DME), O (water). Conditions: temperature 95 celsius, time 18 hour. The reactants are ClC1=NC(=CC(=N1)N1[C@H](COCC1)C)C(C)(C)S(=O)(=O)C1=C(C=CC=C1)C(F)(F)F (2-chloro-4-[(3S)-3-methylmorpholin-4-yl]-6-[2-[2-(trifluoromethyl)phenyl]sulfonylpropan-2-yl]pyrimidine), CC1(OB(OC1(C)C)C1=CC=C(N)C=C1)C (4-(4,4,5,5-tetramethyl-1,3,2-dioxaborolan-2-yl)aniline), C([O-])([O-])=O.[Na+].[Na+] (sodium carbonate), CN(C)C=O (DMF). The reagents and catalysts are Cl[Pd]([P](C1=CC=CC=C1)(C2=CC=CC=C2)C3=CC=CC=C3)([P](C4=CC=CC=C4)(C5=CC=CC=C5)C6=CC=CC=C6)Cl (Bis(triphenylphosphine)palladium(II) chloride). Starting materials: CN(Cc1ccc([N+](=O)[O-])c(OCc2ccccc2)c1)S(=O)(=O)c1ccccc1, CCOC(C)=O, O=[Pt]. Product: CN(Cc1ccc(N)c(OCc2ccccc2)c1)S(=O)(=O)c1ccccc1. Reaction SMILES: [CH2:1]([c:2]1[cH:3][cH:4][cH:5][cH:6][cH:7]1)[O:8][c:9]1[cH:10][c:11]([CH2:12][N:13]([S:14](=[O:15])(=[O:16])[c:17]2[cH:18][cH:19][cH:20][cH:21][cH:22]2)[CH3:23])[cH:24][cH:25][c:26]1[N+:27]([O-:28])=[O:29].[CH3:30][CH2:31][O:32][C:33]([CH3:34])=[O:35].[Pt:36]=[O:37]>>[CH2:1]([c:2]1[cH:3][cH:4][cH:5][cH:6][cH:7]1)[O:8][c:9]1[cH:10][c:11]([CH2:12][N:13]([S:14](=[O:15])(=[O:16])[c:17]2[cH:18][cH:19][cH:20][cH:21][cH:22]2)[CH3:23])[cH:24][cH:25][c:26]1[NH2:27].